This data is from the Open Reaction Database (ORD), a public repository of structured organic reaction records. The task is: describe an organic reaction: reactants, conditions, products, and yield The reactants are ClCCl, O=C(O)C(F)(F)F, CC(C)n1nc(-c2ccc3c(ccn3C(=O)OC(C)(C)C)c2)c2c(N)ncnc21. Yields the product CC(C)n1nc(-c2ccc3[nH]ccc3c2)c2c(N)ncnc21. Reaction SMILES: [Cl:37][CH2:38][Cl:39].[F:30][C:31]([F:32])([F:33])[C:34]([OH:35])=[O:36].[NH2:1][c:2]1[c:3]2[c:4]([n:5][cH:6][n:7]1)[n:8]([CH:27]([CH3:28])[CH3:29])[n:9][c:10]2-[c:11]1[cH:12][c:13]2[cH:14][cH:15][n:16]([C:20]([O:21][C:22]([CH3:23])([CH3:24])[CH3:25])=[O:26])[c:17]2[cH:18][cH:19]1>>[NH2:1][c:2]1[c:3]2[c:4]([n:5][cH:6][n:7]1)[n:8]([CH:27]([CH3:28])[CH3:29])[n:9][c:10]2-[c:11]1[cH:12][c:13]2[cH:14][cH:15][nH:16][c:17]2[cH:18][cH:19]1.